From a dataset of the Open Reaction Database (ORD), a public repository of structured organic reaction records. describe an organic reaction: reactants, conditions, products, and yield The solvent is ClCCl (dichloromethane). Starting materials: C(C=C)OC(=O)N[C@H](C(=O)N[C@H](C(=O)NC1=CC=C(C=C1)C=1C[C@@H]2N(C(C3=C(N=C2)C=C(C(=C3)OC)OCCCOC=3C(=CC2=C(N=C[C@H]4N(C2=O)C=C(C4)C4=CC=C(C(=O)OC)C=C4)C3)OC)=O)C1)C)C(C)C (Methyl 4-((S)-8-(3-(((S)-2-(4-((S)-2-((S)-2-(((allyloxy)carbonyl)amino)-3-methylbutanamido)propanamido)phenyl)-7-methoxy-5-oxo-5,11a-dihydro-1H-benzo[e]pyrrolo[1,2-a][1,4]diazepin-8-yl)oxy)propoxy)-7-methoxy-5-oxo-5,11a-dihydro-1H-benzo[e]pyrrolo[1,2-a][1,4]diazepin-2-yl)benzoate), N1CCCC1 (pyrolidine). Conditions: time 30 minute. Yield: 55.8%. Reaction SMILES: C(OC([NH:7][C@@H:8]([CH:72]([CH3:74])[CH3:73])[C:9]([NH:11][C@@H:12]([CH3:71])[C:13]([NH:15][C:16]1[CH:21]=[CH:20][C:19]([C:22]2[CH2:23][C@H:24]3[CH:30]=[N:29][C:28]4[CH:31]=[C:32]([O:37][CH2:38][CH2:39][CH2:40][O:41][C:42]5[C:43]([O:67][CH3:68])=[CH:44][C:45]6[C:51](=[O:52])[N:50]7[CH:53]=[C:54]([C:56]8[CH:65]=[CH:64][C:59]([C:60]([O:62][CH3:63])=[O:61])=[CH:58][CH:57]=8)[CH2:55][C@H:49]7[CH:48]=[N:47][C:46]=6[CH:66]=5)[C:33]([O:35][CH3:36])=[CH:34][C:27]=4[C:26](=[O:69])[N:25]3[CH:70]=2)=[CH:18][CH:17]=1)=[O:14])=[O:10])=O)C=C.N1CCCC1>ClCCl.C1C=CC([P]([Pd]([P](C2C=CC=CC=2)(C2C=CC=CC=2)C2C=CC=CC=2)([P](C2C=CC=CC=2)(C2C=CC=CC=2)C2C=CC=CC=2)[P](C2C=CC=CC=2)(C2C=CC=CC=2)C2C=CC=CC=2)(C2C=CC=CC=2)C2C=CC=CC=2)=CC=1.[Pd].C1C=CC(P(C2C=CC=CC=2)C2C=CC=CC=2)=CC=1>[NH2:7][C@@H:8]([CH:72]([CH3:74])[CH3:73])[C:9]([NH:11][C@@H:12]([CH3:71])[C:13]([NH:15][C:16]1[CH:17]=[CH:18][C:19]([C:22]2[CH2:23][C@H:24]3[CH:30]=[N:29][C:28]4[CH:31]=[C:32]([O:37][CH2:38][CH2:39][CH2:40][O:41][C:42]5[C:43]([O:67][CH3:68])=[CH:44][C:45]6[C:51](=[O:52])[N:50]7[CH:53]=[C:54]([C:56]8[CH:57]=[CH:58][C:59]([C:60]([O:62][CH3:63])=[O:61])=[CH:64][CH:65]=8)[CH2:55][C@H:49]7[CH:48]=[N:47][C:46]=6[CH:66]=5)[C:33]([O:35][CH3:36])=[CH:34][C:27]=4[C:26](=[O:69])[N:25]3[CH:70]=2)=[CH:20][CH:21]=1)=[O:14])=[O:10] |f:3.4,^1:86,88,107,126|. Yields the product N[C@H](C(=O)N[C@H](C(=O)NC1=CC=C(C=C1)C=1C[C@@H]2N(C(C3=C(N=C2)C=C(C(=C3)OC)OCCCOC=3C(=CC2=C(N=C[C@H]4N(C2=O)C=C(C4)C4=CC=C(C(=O)OC)C=C4)C3)OC)=O)C1)C)C(C)C (Methyl 4-((S)-8-(3-(((S)-2-(4-((S)-2-((S)-2-amino-3-methylbutanamido)propanamido)phenyl)-7-methoxy-5-oxo-5,11a-dihydro-1H-benzo[e]pyrrolo[1,2-a][1,4]diazepin-8-yl)oxy)propoxy)-7-methoxy-5-oxo-5,11a-dihydro-1H-benzo[e]pyrrolo[1,2-a][1,4]diazepin-2-yl)benzoate). Procedure: To a solution of 8 (43 mg) in anhydrous dichloromethane (3 mL) was added Ph3P (0.5 mg, 0.002 mmol), pyrolidine (7 μL, 0.082 mmol) and tetrakis palladium (1.1 mg, 0.001 mmol). After approximately 30 minutes, the reaction mixture was aspirated onto a 1 mm radial chromatotron plate and eluted with 5% and then 10% methanol in dichloromethane. The major band was collected and concentrated under reduced pressure to give 22 mg (56%) of 9: MS (ES+) m/z 952.5 [M+H]+. Reagents/catalysts: C=1C=CC(=CC1)[P](C=2C=CC=CC2)(C=3C=CC=CC3)[Pd]([P](C=4C=CC=CC4)(C=5C=CC=CC5)C=6C=CC=CC6)([P](C=7C=CC=CC7)(C=8C=CC=CC8)C=9C=CC=CC9)[P](C=1C=CC=CC1)(C=1C=CC=CC1)C=1C=CC=CC1.[Pd] (tetrakis palladium), C1=CC=C(C=C1)P(C2=CC=CC=C2)C3=CC=CC=C3 (Ph3P). Run at time 30 minute. Reported procedure: Bromine(21.1 g) was added dropwise to a dichloromethane solution (200 ml) of ethyl 6-(4-chlorobenzoyl)hexanoate (37.3 g) at room temperature. After stirring for 30 minutes, the reaction mixture was washed with sodium hydrogensulfite, saturated sodium bicarbonate and water in turn. The dichloromethane layer was dried(MgSO4). The solvent was evaporated to give ethyl 6-bromo-6-(4-chlorobenzoyl)hexanoate(47.6 g, quant.) as an oily substance. Yield: 99.8%. Yields the product BrC(CCCCC(=O)OCC)C(C1=CC=C(C=C1)Cl)=O (ethyl 6-bromo-6-(4-chlorobenzoyl)hexanoate). Reaction SMILES: [Br:1]Br.[Cl:3][C:4]1[CH:21]=[CH:20][C:7]([C:8]([CH2:10][CH2:11][CH2:12][CH2:13][CH2:14][C:15]([O:17][CH2:18][CH3:19])=[O:16])=[O:9])=[CH:6][CH:5]=1>ClCCl>[Br:1][CH:10]([C:8](=[O:9])[C:7]1[CH:6]=[CH:5][C:4]([Cl:3])=[CH:21][CH:20]=1)[CH2:11][CH2:12][CH2:13][CH2:14][C:15]([O:17][CH2:18][CH3:19])=[O:16]. Solvent: ClCCl (dichloromethane). Starting materials: BrBr (Bromine), ClC1=CC=C(C(=O)CCCCCC(=O)OCC)C=C1 (ethyl 6-(4-chlorobenzoyl)hexanoate). The reactants are BrC=1N=C2N(C3=C(NC4=C2C=CC=C4)N=CC=C3)C1C1=CC=C(C=C1)C1(CCC1)NC(OC(C)(C)C)=O (tert-butyl {1-[4-(2-bromo-9H-imidazo[1,2-d]pyrido[2,3-b][1,4]benzodiazepin-3-yl)phenyl]cyclobutyl}carbamate), CC1(OB(OC1(C)C)C=1C=NNC1)C (4-(4,4,5,5-tetramethyl-1,3,2-dioxaborolan-2-yl)-1H-pyrazole), [O-]P(=O)([O-])[O-].[K+].[K+].[K+] (K3PO4). The reagents and catalysts are CC(C)(C)P(C1=CC=C(C=C1)N(C)C)C(C)(C)C.CC(C)(C)P(C1=CC=C(C=C1)N(C)C)C(C)(C)C.Cl[Pd]Cl (bis(di-tert-butyl(4-dimethylaminophenyl)phosphine)dichloropalladium(II)). The solvent is CN(C)C=O.O (DMF water), CCOC(=O)C (EtOAc). Reaction conditions: temperature 160 celsius. The product is N1N=CC(=C1)C=1N=C2N(C3=C(NC4=C2C=CC=C4)N=CC=C3)C1C1=CC=C(C=C1)C1(CCC1)N (1-{4-[2-(1H-pyrazol-4-yl)-9H-imidazo[1,2-d]pyrido[2,3-b][1,4]benzodiazepin-3-yl]phenyl}cyclobutanamine). Yield: 17.5%. RXN SMILES: Br[C:2]1[N:3]=[C:4]2[C:10]3[CH:11]=[CH:12][CH:13]=[CH:14][C:9]=3[NH:8][C:7]3[N:15]=[CH:16][CH:17]=[CH:18][C:6]=3[N:5]2[C:19]=1[C:20]1[CH:25]=[CH:24][C:23]([C:26]2([NH:30]C(=O)OC(C)(C)C)[CH2:29][CH2:28][CH2:27]2)=[CH:22][CH:21]=1.CC1(C)C(C)(C)OB([C:46]2[CH:47]=[N:48][NH:49][CH:50]=2)O1.[O-]P([O-])([O-])=O.[K+].[K+].[K+]>CN(C=O)C.O.CCOC(C)=O.CC(P(C(C)(C)C)C1C=CC(N(C)C)=CC=1)(C)C.CC(P(C(C)(C)C)C1C=CC(N(C)C)=CC=1)(C)C.Cl[Pd]Cl>[NH:49]1[CH:50]=[C:46]([C:2]2[N:3]=[C:4]3[C:10]4[CH:11]=[CH:12][CH:13]=[CH:14][C:9]=4[NH:8][C:7]4[N:15]=[CH:16][CH:17]=[CH:18][C:6]=4[N:5]3[C:19]=2[C:20]2[CH:21]=[CH:22][C:23]([C:26]3([NH2:30])[CH2:29][CH2:28][CH2:27]3)=[CH:24][CH:25]=2)[CH:47]=[N:48]1 |f:2.3.4.5,6.7,9.10.11|. Procedure: A mixture of tert-butyl {1-[4-(2-bromo-9H-imidazo[1,2-d]pyrido[2,3-b][1,4]benzodiazepin-3-yl)phenyl]cyclobutyl}carbamate (50 mg, 0.09 mmol), 4-(4,4,5,5-tetramethyl-1,3,2-dioxaborolan-2-yl)-1H-pyrazole (35 mg, 0.18 mmol), bis(di-tert-butyl(4-dimethylaminophenyl)phosphine)dichloropalladium(II) (6.3 mg, 0.01 mmol) and K3PO4 (72 mg, 0.27 mmol) in DMF/water (0.9 mL, 6:1, v/v) was heated at 160° C. under microwave irradiation for 2 hour in total. After cooling to room temperature, the mixture was dilu... Starting materials: N[C@@H](CC(N)=O)C(=O)N[C@@H](CC(N)=O)C(=O)N[C@@H](CC1=CC=CC=C1)C(=O)NNC(=O)OC(C)(C)C (H-Asn-Asn-Phe-NHNH-BOC), CC(C)C[C@@H](C(=O)OC1=CC=C(C=C1)[N+](=O)[O-])NC(=O)OCC2=CC=CC=C2 (Z-Leu-ONP). Run in CN(C=O)C (dimethylformamide), CN(C=O)C (dimethylformamide). Reaction conditions: time 8 hour. Yields the product N([C@@H](CC(C)C)C(=O)N[C@@H](CC(N)=O)C(=O)N[C@@H](CC(N)=O)C(=O)N[C@@H](CC1=CC=CC=C1)C(=O)NNC(=O)OC(C)(C)C)C(=O)OCC1=CC=CC=C1 (Z-Leu-Asn-Asn-Phe-NHNH-BOC). Reaction SMILES: [NH2:1][C@H:2]([C:7]([NH:9][C@H:10]([C:15]([NH:17][C@H:18]([C:26]([NH:28][NH:29][C:30]([O:32][C:33]([CH3:36])([CH3:35])[CH3:34])=[O:31])=[O:27])[CH2:19][C:20]1[CH:25]=[CH:24][CH:23]=[CH:22][CH:21]=1)=[O:16])[CH2:11][C:12](=[O:14])[NH2:13])=[O:8])[CH2:3][C:4](=[O:6])[NH2:5].[CH3:37][CH:38]([CH2:40][C@H:41]([NH:54][C:55]([O:57][CH2:58][C:59]1[CH:64]=[CH:63][CH:62]=[CH:61][CH:60]=1)=[O:56])[C:42](OC1C=CC([N+]([O-])=O)=CC=1)=[O:43])[CH3:39]>CN(C)C=O>[NH:54]([C:55]([O:57][CH2:58][C:59]1[CH:64]=[CH:63][CH:62]=[CH:61][CH:60]=1)=[O:56])[C@H:41]([C:42]([NH:1][C@H:2]([C:7]([NH:9][C@H:10]([C:15]([NH:17][C@H:18]([C:26]([NH:28][NH:29][C:30]([O:32][C:33]([CH3:36])([CH3:35])[CH3:34])=[O:31])=[O:27])[CH2:19][C:20]1[CH:25]=[CH:24][CH:23]=[CH:22][CH:21]=1)=[O:16])[CH2:11][C:12](=[O:14])[NH2:13])=[O:8])[CH2:3][C:4](=[O:6])[NH2:5])=[O:43])[CH2:40][CH:38]([CH3:39])[CH3:37]. Procedure: 26.5 g of H-Asn-Asn-Phe-NHNH-BOC are dissolved in 58 ml of warm dimethylformamide, a solution of 24.2 g of Z-Leu-ONP in 16 ml of dimethylformamide is added at room temperature, and the mixture is stirred until it solidifies. After standing overnight the mixture is triturated with ether, filtered off, dissolved in 190 ml of dimethylformamide, and the product reprecipitated by adding dropwise to 1.5 liters of ether. The product is filtered off and washed with ether until free of nitrophenol. Rf = ... The reactants are intermediate 1, ClC=1C(=C(C=O)C(=CC1)F)F (3-chloro-2,6-difluorobenzaldehyde), BrC1=CC=C(C(=C1C=O)F)Cl (6-bromo-3-chloro-2-fluorobenzaldehyde). Reported procedure: 1-(6-Bromo-3-chloro-2-fluorophenyl)prop-2-en-1-one was prepared using a procedure analogous to intermediate 1 except that 3-chloro-2,6-difluorobenzaldehyde was replaced with 6-bromo-3-chloro-2-fluorobenzaldehyde. 1H NMR (500 MHz, CDCl3) δ 7.33-7.41 (m, 2H), 6.64 (dd, J=17.6, 10.2 Hz, 1H), 6.25 (d, J=10.7 Hz, 1H), 6.07 (d, J=17.6 Hz, 1H). As a reaction SMILES: Cl[C:2]1C(F)=C(C(F)=C[CH:9]=1)C=O.[Br:12][C:13]1[C:18]([CH:19]=[O:20])=[C:17]([F:21])[C:16]([Cl:22])=[CH:15][CH:14]=1>>[Br:12][C:13]1[C:18]([C:19](=[O:20])[CH:2]=[CH2:9])=[C:17]([F:21])[C:16]([Cl:22])=[CH:15][CH:14]=1. Product: BrC1=CC=C(C(=C1C(C=C)=O)F)Cl (1-(6-Bromo-3-chloro-2-fluorophenyl)prop-2-en-1-one). Starting materials: C(=O)(O)[O-].[Na+] (NaHCO3), EtOAc hexanes, [N+](=O)([O-])C1=CC=C(C=C1)C=1N=NOC1 (4-nitrophenyloxadiazole), O.O.Cl[Sn]Cl (SnCl2.2H2O), ice water. Solvent: C(C)(=O)OCC (ethyl acetate). Reaction conditions: temperature 75 celsius. Product: NC1=CC=C(C=C1)C=1N=NOC1 (4-Aminophenyl oxadiazole). Reaction SMILES: [N+:1]([C:4]1[CH:9]=[CH:8][C:7]([C:10]2[N:11]=[N:12][O:13][CH:14]=2)=[CH:6][CH:5]=1)([O-])=O.O.O.Cl[Sn]Cl.C([O-])(O)=O.[Na+]>C(OCC)(=O)C>[NH2:1][C:4]1[CH:5]=[CH:6][C:7]([C:10]2[N:11]=[N:12][O:13][CH:14]=2)=[CH:8][CH:9]=1 |f:1.2.3,4.5|. Procedure details: A mixture of 4-nitrophenyloxadiazole (2.87 g, 0.015 mol, prepared according to Lin et al., J. Org. Chem., 1979, 44, 4160) and SnCl2.2H2O (16.92 g, 0.075 mol) in 75 mL of ethyl acetate was heated at 75° C. for 30 minutes. The yellow reaction mixture was cooled to room temperature, poured into ice-water and the pH was made slightly basic (pH 7-8) by the addition of 5% NaHCO3. The reaction mixture was then extracted with ethyl acetate, dried over MgSO4 and concentrated in vacuo. The remaining yello... Reactants: Cl.ClCCCN (3-chloropropyl amine hydrochloride), C(F)(F)(F)C(F)(F)C(F)(F)C(F)(F)C(F)(F)C(F)(F)CCS(=O)(=O)Cl (CF3(CF2)5(CH2)2SO2Cl), C(=O)([O-])[O-].[K+].[K+] (K2CO3), 2-(perfluorohexyl)ethanesulfonyl chloride CF3(CF2)5(CH2)2SO2Cl. Run in COCCOC (1,2-dimethoxyethane), COCCOC (1,2-dimethoxyethane). Reaction conditions: temperature 75 celsius. The product is C(F)(F)(F)C(F)(F)C(F)(F)C(F)(F)C(F)(F)C(F)(F)CCS(=O)(=O)NCCCCl (CF3(CF2)5(CH2)2SO2NH(CH2)3Cl). Reaction SMILES: Cl.[Cl:2][CH2:3][CH2:4][CH2:5][NH2:6].C([O-])([O-])=O.[K+].[K+].[C:13]([C:17]([C:20]([C:23]([C:26]([C:29]([CH2:32][CH2:33][S:34](Cl)(=[O:36])=[O:35])([F:31])[F:30])([F:28])[F:27])([F:25])[F:24])([F:22])[F:21])([F:19])[F:18])([F:16])([F:15])[F:14]>COCCOC>[C:13]([C:17]([C:20]([C:23]([C:26]([C:29]([CH2:32][CH2:33][S:34]([NH:6][CH2:5][CH2:4][CH2:3][Cl:2])(=[O:36])=[O:35])([F:30])[F:31])([F:28])[F:27])([F:25])[F:24])([F:22])[F:21])([F:19])[F:18])([F:16])([F:15])[F:14] |f:0.1,2.3.4|. Reported procedure: 3-chloropropyl amine hydrochloride (4.7 g), K2CO3 (6.9 g) and 1,2-dimethoxyethane (19.3 g) solvent were placed in the round bottom flask equipped with mechanical stirring under nitrogen. Solution of 2-(perfluorohexyl)ethanesulfonyl chloride CF3(CF2)5(CH2)2SO2Cl (10.1 g), in 1,2-dimethoxyethane (10 g) solvent was added dropwise during 1 hour at room temperature while stirring at 250 rpm. After the addition was completed, the reaction was gradually heated to 75° C. and reacted for 12 h. The reacti...